describe an organic reaction: reactants, conditions, products, and yield From a dataset of the Open Reaction Database (ORD), a public repository of structured organic reaction records. Starting materials: CN(C)C=O (DMF), P(=O)(Cl)(Cl)Cl (Phosphorus oxychloride), O=P(Cl)(Cl)Cl (POCl3), CN(C)C=O (DMF), C(C)C=1C(=C(C=CC1)O)NCCNC(C)=O (3-(ethyl)(2-acetylaminoethyl)aminophenol), [OH-].[Na+] (NaOH), [OH-].[Na+] (NaOH). Solvent: O (Water). Conditions: temperature 40 celsius, time 8 hour. The product is OC1=C(C=O)C=CC(=C1NCCNC(C)=O)CC (2-hydroxy4-(ethyl)(2-acetylaminoethyl)aminobenzaldehyde). As a reaction SMILES: CN([CH:4]=[O:5])C.P(Cl)(Cl)(Cl)=O.[CH2:11]([C:13]1[C:14]([NH:20][CH2:21][CH2:22][NH:23][C:24](=[O:26])[CH3:25])=[C:15]([OH:19])[CH:16]=[CH:17][CH:18]=1)[CH3:12].[OH-].[Na+]>O>[OH:19][C:15]1[C:14]([NH:20][CH2:21][CH2:22][NH:23][C:24](=[O:26])[CH3:25])=[C:13]([CH2:11][CH3:12])[CH:18]=[CH:17][C:16]=1[CH:4]=[O:5] |f:3.4|. Procedure: A scrupulously dry flask was charged with anhydrous DMF (15 ml) and cooled in ice under argon. Phosphorus oxychloride, POCl3, 1.5 ml (1.15 eq) was added slowly dropwise to the stirred solution. After the addition was complete, the flask was removed from the ice bath and allowed to reach ambient temperature. This was accompanied by a color change to yellow. The flask was heated in a 40° C. bath for one hour. It was removed from the heat, and once at ambient temperature, a DMF solution of 3-(ethyl... Starting materials: C(C)(C)(C)NS(=O)(=O)C=1C=NN2C1N=CC(=C2NC2=C(C=CC(=C2)F)Cl)C(=O)OCC (Ethyl 3-(N-tert-butylsulfamoyl)-7-(2-chloro-5-fluorophenylamino)pyrazolo[1,5-a]pyrimidine-6-carboxylate), FC1=CC=C(C=C1)C1CCNCC1 (4-(4-fluorophenyl)piperidine). Yields the product C(C)(C)(C)NS(=O)(=O)C=1C=NN2C1N=CC(=C2NC2=C(C=CC(=C2)F)Cl)C(=O)N2CCC(CC2)C2=CC=C(C=C2)F (N-tert-butyl-7-(2-chloro-5-fluorophenylamino)-6-[4-(4-fluorophenyl)piperidine-1-carbonyl]pyrazolo[1,5-a]pyrimidine-3-sulfonamide). The yield is 66.3%. Reaction SMILES: [C:1]([NH:5][S:6]([C:9]1[CH:10]=[N:11][N:12]2[C:17]([NH:18][C:19]3[CH:24]=[C:23]([F:25])[CH:22]=[CH:21][C:20]=3[Cl:26])=[C:16]([C:27](OCC)=[O:28])[CH:15]=[N:14][C:13]=12)(=[O:8])=[O:7])([CH3:4])([CH3:3])[CH3:2].[F:32][C:33]1[CH:38]=[CH:37][C:36]([CH:39]2[CH2:44][CH2:43][NH:42][CH2:41][CH2:40]2)=[CH:35][CH:34]=1>>[C:1]([NH:5][S:6]([C:9]1[CH:10]=[N:11][N:12]2[C:17]([NH:18][C:19]3[CH:24]=[C:23]([F:25])[CH:22]=[CH:21][C:20]=3[Cl:26])=[C:16]([C:27]([N:42]3[CH2:43][CH2:44][CH:39]([C:36]4[CH:35]=[CH:34][C:33]([F:32])=[CH:38][CH:37]=4)[CH2:40][CH2:41]3)=[O:28])[CH:15]=[N:14][C:13]=12)(=[O:8])=[O:7])([CH3:3])([CH3:2])[CH3:4]. Reported procedure: Using ethyl 3-(N-tert-butylsulfamoyl)-7-(2-chloro-5-fluorophenylamino)pyrazolo[1,5-a]pyrimidine-6-carboxylate (4.16 g, 8.85 mmol) obtained in step 3 and 4-(4-fluorophenyl)piperidine (2.04 g, 11.4 mmol) instead of 4-phenylpiperidine, and in the same manner as in Example 1 step 4, the title compound (3.54 g, 77%) was obtained. The yield is 69629.6%. Yields the product C(C1=CC=CC=C1)OC1=C(C=CC=C1)[C@H]1[C@@H](CCCC1)O ((±)-trans-2-(2-benzyloxyphenyl)-1-cyclohexanol). Run at temperature -30 celsius. As a reaction SMILES: [Mg].[CH2:2]([O:9][C:10]1[CH:15]=[CH:14][CH:13]=[CH:12][C:11]=1Br)[C:3]1[CH:8]=[CH:7][CH:6]=[CH:5][CH:4]=1.[CH:17]12[O:23][CH:18]1[CH2:19][CH2:20][CH2:21][CH2:22]2>O1CCCC1>[CH2:2]([O:9][C:10]1[CH:15]=[CH:14][CH:13]=[CH:12][C:11]=1[C@@H:17]1[CH2:22][CH2:21][CH2:20][CH2:19][C@H:18]1[OH:23])[C:3]1[CH:8]=[CH:7][CH:6]=[CH:5][CH:4]=1. Procedure: A mixture of 3.24 g (0.1 35 mol) of magnesium and 20 ml of tetrahydrofuran was charged into a three-necked flask of 300 ml and stirred. Then, a solution of 35.6 g of o-benzyloxyphenylbromide in 80 ml of tetrahydrofuran was added dropwise at a temperature of 60° C. or less. After the dropping was stopped, the mixture was cooled to -30° C., 0.65 g of cuprous chloride was added, and the mixture was stirred for 10 minutes. To the mixture, a solution of 13.3 g (0.135 mol ) of cyclohexene oxide in 15 ... Reactants: C12C(CCCC1)O2 (cyclohexene oxide), C(C1=CC=CC=C1)OC1=C(C=CC=C1)Br (o-benzyloxyphenylbromide), [Mg] (magnesium), cuprous chloride. Run in O1CCCC1 (tetrahydrofuran), O1CCCC1 (tetrahydrofuran), O1CCCC1 (tetrahydrofuran). Reactants: BrC1=CC(=CC=2C=C(OC21)C2=CC=C(C=C2)O[Si](C)(C)C(C)(C)C)O[Si](C)(C)C(C)(C)C (7-Bromo-5-(tert-butyl-dimethyl-silanyloxy)-2-[4-(tert-butyl-dimethyl-silanyloxy)-phenyl]-benzofuran), C(CCC)[Sn](C=C)(CCCC)CCCC (tributyl vinyl tin), C1(=C(C=CC=C1)P(C1=C(C=CC=C1)C)C1=C(C=CC=C1)C)C (tri-(o-tolyl)phosphine), C(=C)C1=CC=CC=2C=COC21 (7-vinyl-benzofuran), [F-].C(CCC)[N+](CCCC)(CCCC)CCCC (tetrabutyl ammonium fluoride). Solvent: C(C)OCC (ethyl ether), C=1(C(=CC=CC1)C)C (xylene), C1CCOC1 (THF). Run at temperature 130 celsius, time 20 minute. Product: OC1=CC=C(C=C1)C=1OC2=C(C1)C=C(C=C2C=C)O (2-(4-Hydroxy-phenyl)-7-vinyl-benzofuran-5-ol). Yield: 83.7%. Reaction SMILES: Br[C:2]1[C:10]2[O:9][C:8]([C:11]3[CH:16]=[CH:15][C:14]([O:17][Si](C(C)(C)C)(C)C)=[CH:13][CH:12]=3)=[CH:7][C:6]=2[CH:5]=[C:4]([O:25][Si](C(C)(C)C)(C)C)[CH:3]=1.[CH2:33]([Sn](CCCC)(CCCC)C=C)[CH2:34]CC.C1(C)C=CC=CC=1P(C1C=CC=CC=1C)C1C=CC=CC=1C.C(C1C2OC=CC=2C=CC=1)=C.[F-].C([N+](CCCC)(CCCC)CCCC)CCC>C1(C)C(C)=CC=CC=1.C1COCC1.C(OCC)C>[OH:17][C:14]1[CH:13]=[CH:12][C:11]([C:8]2[O:9][C:10]3[C:2]([CH:33]=[CH2:34])=[CH:3][C:4]([OH:25])=[CH:5][C:6]=3[CH:7]=2)=[CH:16][CH:15]=1 |f:4.5|. Procedure: To a solution of 66 (0.48 g, 0.9 mmol) in xylene was added tributyl vinyl tin (0.28 g, 0.9 mmol) and tri-(o-tolyl)phosphine (0.055 g, 0.18 mmol). This mixture was purged with nitrogen for 15 minutes. Then palladium (II) chloride was added and there action was heated at 130° C. for 2 hours. The reaction was filtered and the solvent removed in vacuo. The residue was used in the next step without further purification. To a solution of 5-(tert-butyl-dimethyl-silanyloxy)-2-[4-tert-butyl-dimethyl-sila...